From a dataset of the Open Reaction Database (ORD), a public repository of structured organic reaction records. describe an organic reaction: reactants, conditions, products, and yield The reactants are C(C1=CC=CC=C1)(=O)OCCCCCC(C(C1=CC=CC=C1)=O)(O)N(CC)CC (Diethylaminohydroxybenzoylhexyl benzoate), CCCCCCOC(=O)C1=CC=CC=C1C(=O)C2=C(C=C(C=C2)N(CC)CC)O (Uvinul A Plus). The product is CCCCCCCCOC1=CC(=C(C=C1)C(=O)C2=CC=CC=C2)O (Benzophenone-12). Reaction SMILES: C([O:9][CH2:10][CH2:11][CH2:12][CH2:13][CH2:14][C:15](N(CC)CC)(O)[C:16](=[O:23])[C:17]1[CH:22]=[CH:21][CH:20]=[CH:19][CH:18]=1)(=O)C1C=CC=CC=1.CCCCCC[O:36][C:37]([C:39]1[C:44]([C:45](C2C=CC(N(CC)CC)=CC=2O)=O)=[CH:43][CH:42]=[CH:41][CH:40]=1)=O>>[CH3:45][CH2:44][CH2:43][CH2:42][CH2:41][CH2:40][CH2:39][CH2:37][O:36][C:12]1[CH:13]=[CH:14][C:15]([C:16]([C:17]2[CH:18]=[CH:19][CH:20]=[CH:21][CH:22]=2)=[O:23])=[C:10]([OH:9])[CH:11]=1. Reported procedure: Diethylaminohydroxybenzoylhexyl benzoate sold under the trade name “Uvinul A Plus” by BASF, Starting materials: O=C=O, [Li]CCCC, CN(C)CCN(C)C, COc1ncccc1NC(=O)OC(C)(C)C, CCOCC, [Cl-], [NH4+]. Product: COc1nccc(C(=O)O)c1NC(=O)OC(C)(C)C. Reaction SMILES: [C:30](=[O:31])=[O:32].[CH2:25]([Li:26])[CH2:27][CH2:28][CH3:29].[CH3:17][N:18]([CH3:19])[CH2:20][CH2:21][N:22]([CH3:23])[CH3:24].[CH3:1][O:2][c:3]1[n:4][cH:5][cH:6][cH:7][c:8]1[NH:9][C:10]([O:11][C:12]([CH3:13])([CH3:14])[CH3:15])=[O:16].[CH3:35][CH2:36][O:37][CH2:38][CH3:39].[Cl-:33].[NH4+:34]>>[CH3:1][O:2][c:3]1[n:4][cH:5][cH:6][c:7]([C:30](=[O:31])[OH:32])[c:8]1[NH:9][C:10]([O:11][C:12]([CH3:13])([CH3:14])[CH3:15])=[O:16]. Reactants: N1N=CN=C1 (1H-1,2,4-triazole), [H-].[Na+] (sodium hydride), BrCCCCN1C(C=2C(C1=O)=CC=CC2)=O (N-(4-bromobutyl)phthalimide). Solvent: CN(C=O)C (dimethylformamide). Conditions: time 1.5 hour. Yields the product N1(N=CN=C1)CCCCN1C(C2=CC=CC=C2C1=O)=O (2-[4-(1H-1,2,4-triazol-1-yl)butyl]-1H-isoindol-1,3(2H)-dione). Isolated yield 86.4%. As a reaction SMILES: [NH:1]1[CH:5]=[N:4][CH:3]=[N:2]1.[H-].[Na+].Br[CH2:9][CH2:10][CH2:11][CH2:12][N:13]1[C:17](=[O:18])[C:16]2=[CH:19][CH:20]=[CH:21][CH:22]=[C:15]2[C:14]1=[O:23]>CN(C)C=O>[N:1]1([CH2:9][CH2:10][CH2:11][CH2:12][N:13]2[C:17](=[O:18])[C:16]3[C:15](=[CH:22][CH:21]=[CH:20][CH:19]=3)[C:14]2=[O:23])[CH:5]=[N:4][CH:3]=[N:2]1 |f:1.2|. Procedure details: A mixture of 9.0 g of 1H-1,2,4-triazole, 6.24 g of approximately 50% sodium hydride in oil and 130 ml of dimethylformamide was stirred for 1.5 hours, then 33 g of N-(4-bromobutyl)phthalimide was added and this mixture was heated on a steam bath for 6 hours, then concentrated to a solid residue. Water and methylene chloride were added, the organic layer was separated, washed with water, dried and concentrated to a residue. This residue was recrystallized from ethanol, giving 27.3 g of 2-[4-(1H-1,... Starting materials: C(C)(C)NCC(COC1=CC=C(C=C1)O)O (1-isopropylamino-3-(4-hydroxyphenoxy)-2-propanol), CS(=O)(=O)OCCOCCC1=CC=C(C=C1)Cl (2-[2-(4-chlorophenyl)ethoxy]ethyl methanesulfonate). Solvent: C(C)(=O)OCC (ethyl acetate). The product is Cl.ClC1=CC=C(CCOCCOC2=CC=C(OCC(CNC(C)C)O)C=C2)C=C1 (1-[4-[2-(4-chlorophenethyloxy)-ethoxy]phenoxy]-3-isopropylamino-2-propanol hydrochloride). The yield is 114.9%. RXN SMILES: [CH:1]([NH:4][CH2:5][CH:6]([OH:16])[CH2:7][O:8][C:9]1[CH:14]=[CH:13][C:12]([OH:15])=[CH:11][CH:10]=1)([CH3:3])[CH3:2].CS(O[CH2:22][CH2:23][O:24][CH2:25][CH2:26][C:27]1[CH:32]=[CH:31][C:30]([Cl:33])=[CH:29][CH:28]=1)(=O)=O>C(OCC)(=O)C>[ClH:33].[Cl:33][C:30]1[CH:29]=[CH:28][C:27]([CH2:26][CH2:25][O:24][CH2:23][CH2:22][O:15][C:12]2[CH:11]=[CH:10][C:9]([O:8][CH2:7][CH:6]([OH:16])[CH2:5][NH:4][CH:1]([CH3:3])[CH3:2])=[CH:14][CH:13]=2)=[CH:32][CH:31]=1 |f:3.4|. Procedure: In a manner analogous to that described in the first paragraph of Example 1, from 1.08 g of 1-isopropylamino-3-(4-hydroxyphenoxy)-2-propanol and 1.42 g of 2-[2-(4-chlorophenyl)ethoxy]ethyl methanesulfonate there were obtained 1.3 g (57%) of 1-[4-[2-(4-chlorophenethyloxy)-ethoxy]phenoxy]-3-isopropylamino-2-propanol hydrochloride of melting point 99°-101° C. (from ethyl acetate).